Dataset: the Open Reaction Database (ORD), a public repository of structured organic reaction records. Task: describe an organic reaction: reactants, conditions, products, and yield Reactants: CCO, C#Cc1cn(C2CC(O)C(COS(N)(=O)=O)O2)c2ncnc(CCc3ccccc3)c12. Product: CCc1cn(C2CC(O)C(COS(N)(=O)=O)O2)c2ncnc(CCc3ccccc3)c12. As a reaction SMILES: [CH3:32][CH2:33][OH:34].[S:1]([NH2:2])([O:3][CH2:4][CH:5]1[O:6][CH:7]([n:11]2[cH:12][c:13]([C:28]#[CH:29])[c:14]3[c:15]2[n:16][cH:17][n:18][c:19]3[CH2:20][CH2:21][c:22]2[cH:23][cH:24][cH:25][cH:26][cH:27]2)[CH2:8][CH:9]1[OH:10])(=[O:30])=[O:31]>>[S:1]([NH2:2])([O:3][CH2:4][CH:5]1[O:6][CH:7]([n:11]2[cH:12][c:13]([CH2:28][CH3:29])[c:14]3[c:15]2[n:16][cH:17][n:18][c:19]3[CH2:20][CH2:21][c:22]2[cH:23][cH:24][cH:25][cH:26][cH:27]2)[CH2:8][CH:9]1[OH:10])(=[O:30])=[O:31]. The reactants are ClC1=C(C(=O)O)C=CC(=C1)Cl (2,4-dichlorobenzoic acid), CN(C=O)C (N,N-dimethyl formamide), C(C(=O)Cl)(=O)Cl (Oxalyl chloride). The solvent is ClCCl (dichloromethane). Reaction conditions: time 2 hour. The product is ClC1=C(C(=O)Cl)C=CC(=C1)Cl (2,4-dichlorobenzoyl chloride). As a reaction SMILES: [Cl:1][C:2]1[CH:10]=[C:9]([Cl:11])[CH:8]=[CH:7][C:3]=1[C:4](O)=[O:5].CN(C)C=O.C(Cl)(=O)C([Cl:20])=O>ClCCl>[Cl:1][C:2]1[CH:10]=[C:9]([Cl:11])[CH:8]=[CH:7][C:3]=1[C:4]([Cl:20])=[O:5]. Procedure details: 2,4-dichlorobenzoic acid (63 μL, 0.45 mmol) and N,N-dimethyl formamide (DMF) (50 μl) was dissolved in dichloromethane (10 mL). Oxalyl chloride (0.57 mL, 6.7 mmol) was added and the solution stirred at room temperature for 2 hours. The reaction was monitored to completion by LC-MS. The reaction was concentrated in vacuo to afford crude 2,4-dichlorobenzoyl chloride.